Dataset: the Open Reaction Database (ORD), a public repository of structured organic reaction records. Task: describe an organic reaction: reactants, conditions, products, and yield The reactants are NC=1N=C(C2=C(N1)OC=C2CN(C2=CC=CC=C2)C2=CC=CC=C2)N (N-[(2,4-diaminofuro[2,3-d]pyrimidin-5-yl)methyl]-N,N-diphenylamine), NC=1N=C(C2=C(N1)OC=C2CCl)N (2,4-diamino-5-chloromethylfuro[2,3-d]pyrimidine), C1=CC=CC=2SC3=CC=CC=C3NC12 (phenothiazine), [H-].[Na+] (NaH). Yields the product NC=1N=C(C2=C(N1)OC=C2CC=2C=CC=C1SC=3C=CC=CC3NC21)N (9-[(2,4-Diaminofuro[2,3-d]pyrimidin-5-yl)methyl]phenothiazine). Reaction SMILES: [NH2:1][C:2]1[N:3]=[C:4]([NH2:25])[C:5]2[C:10]([CH2:11]N(C3C=CC=CC=3)C3C=CC=CC=3)=[CH:9][O:8][C:6]=2[N:7]=1.[CH:26]1[C:39]2[NH:38][C:37]3[C:32](=[CH:33][CH:34]=[CH:35][CH:36]=3)[S:31][C:30]=2[CH:29]=[CH:28][CH:27]=1.[H-].[Na+].NC1N=C(N)C2C(CCl)=COC=2N=1>>[NH2:1][C:2]1[N:3]=[C:4]([NH2:25])[C:5]2[C:10]([CH2:11][C:36]3[CH:35]=[CH:34][CH:33]=[C:32]4[C:37]=3[NH:38][C:39]3[CH:26]=[CH:27][CH:28]=[CH:29][C:30]=3[S:31]4)=[CH:9][O:8][C:6]=2[N:7]=1 |f:2.3|. Procedure details: 9-[(2,4-Diaminofuro[2,3-d]pyrimidin-5-yl)methyl]phenothiazine (Formula I: Ar=2,4-diaminofuro[2,3-d]pyrimidin-5-yl; W=CH2; X=N; Z=S; m=n=0) is prepared similarly to N-[(2,4-diaminofuro[2,3-d]pyrimidin-5-yl)methyl]-N,N-diphenylamine as disclosed above by using phenothiazine (159 mg, 0.8 mmol), NaH (50 mg, 2.1 mmol), and 2,4-diamino-5-chloromethylfuro[2,3-d]pyrimidine (60 mg, 0.3 mmol). The product can be purified by chromatography. The reactants are C(C)(C)(C)OC(=O)N1CCN(CC1)C1=NC=CC(=C1)Cl (4-(4-chloro-pyridin-2-yl)-piperazine-1-carboxylic acid tert-butyl ester), Cl (HCl), Cl (HCl). Run at time 3 hour. The product is Cl.ClC1=CC(=NC=C1)N1CCNCC1 (1-(4-chloro-pyridin-2-yl)-piperazine hydrochloride). RXN SMILES: C(OC([N:8]1[CH2:13][CH2:12][N:11]([C:14]2[CH:19]=[C:18]([Cl:20])[CH:17]=[CH:16][N:15]=2)[CH2:10][CH2:9]1)=O)(C)(C)C.Cl>>[ClH:20].[Cl:20][C:18]1[CH:17]=[CH:16][N:15]=[C:14]([N:11]2[CH2:10][CH2:9][NH:8][CH2:13][CH2:12]2)[CH:19]=1 |f:2.3|. Reported procedure: Treat a room temperature solution of 4-(4-chloro-pyridin-2-yl)-piperazine-1-carboxylic acid tert-butyl ester (0.6 g, 1.9 mmol) in CH2CL2 (4 mL) with HCl (4 N solution in dioxane, 1.5 mL, 5.9 mmol) resulting in a slight exotherm. Stir the mixture for 3 hours, add additional HCl (4 N solution in dioxane, 1.5 mL, 5.9 mmol), and stir overnight. Concentrate under reduced pressure to afford 1-(4-chloro-pyridin-2-yl)-piperazine hydrochloride, then titurate with Et2O (0.43 g). LCMS ES+(m/z) 198 [M+H]). The reactants are CC(=O)N1CCNCC1, CC(=O)O[BH-](OC(C)=O)OC(C)=O, CC(=O)O, ClCCCl, O=Cc1cccc([N+](=O)[O-])c1, [Na+]. Product: CC(=O)N1CCN(Cc2cccc([N+](=O)[O-])c2)CC1. Reaction SMILES: [C:12]([CH3:13])(=[O:14])[N:15]1[CH2:16][CH2:17][NH:18][CH2:19][CH2:20]1.[C:21]([O:22][BH-:23]([O:24][C:25](=[O:26])[CH3:27])[O:28][C:29](=[O:30])[CH3:31])(=[O:32])[CH3:33].[CH3:35][C:36](=[O:37])[OH:38].[Cl:39][CH2:40][CH2:41][Cl:42].[N+:1](=[O:2])([O-:3])[c:4]1[cH:5][c:6]([CH:7]=[O:8])[cH:9][cH:10][cH:11]1.[Na+:34]>>[N+:1](=[O:2])([O-:3])[c:4]1[cH:5][c:6]([CH2:7][N:18]2[CH2:17][CH2:16][N:15]([C:12]([CH3:13])=[O:14])[CH2:20][CH2:19]2)[cH:9][cH:10][cH:11]1. Starting materials: COC=1C=CC(=CC1)P2(=S)SP(=S)(S2)C=3C=CC(=CC3)OC (Lawesson's reagent), BrC=1C=CC2=C(C=3N(C4CC2C4)C(=C(N3)C(=O)OC)C(=O)NNC(=O)C3CC3)C1 (Methyl 10-bromo-3-(2-(cyclopropanecarbonyl)hydrazinecarbonyl)-6,7-dihydro-5H-5,7-methanobenzo[c]imidazo[1,2-a]azepine-2-carboxylate), O (Water). Solvent: C1(=CC=CC=C1)C (toluene). The product is BrC=1C=CC2=C(C=3N(C4CC2C4)C(=C(N3)C(=O)OC)C=3SC(=NN3)C3CC3)C1 (Methyl 10-bromo-3-(5-cyclopropyl-1,3,4-thiadiazol-2-yl)-6,7-dihydro-5H-5,7-methanobenzo[c]imidazo[1,2-a]azepine-2-carboxylate). As a reaction SMILES: [Br:1][C:2]1[CH:3]=[CH:4][C:5]2[CH:11]3[CH2:12][CH:9]([CH2:10]3)[N:8]3[C:13]([C:20]([NH:22][NH:23][C:24]([CH:26]4[CH2:28][CH2:27]4)=O)=O)=[C:14]([C:16]([O:18][CH3:19])=[O:17])[N:15]=[C:7]3[C:6]=2[CH:29]=1.COC1C=CC(P2(SP(C3C=CC(OC)=CC=3)(=S)S2)=[S:39])=CC=1.O>C1(C)C=CC=CC=1>[Br:1][C:2]1[CH:3]=[CH:4][C:5]2[CH:11]3[CH2:12][CH:9]([CH2:10]3)[N:8]3[C:13]([C:20]4[S:39][C:24]([CH:26]5[CH2:28][CH2:27]5)=[N:23][N:22]=4)=[C:14]([C:16]([O:18][CH3:19])=[O:17])[N:15]=[C:7]3[C:6]=2[CH:29]=1. Reported procedure: Methyl 10-bromo-3-(2-(cyclopropanecarbonyl)hydrazinecarbonyl)-6,7-dihydro-5H-5,7-methanobenzo[c]imidazo[1,2-a]azepine-2-carboxylate was dissolved in toluene (0.56 mL) and treated with Lawesson's reagent (1.3 equiv., 29.8 mg, 0.07359 mmol). The reaction was heated to reflux until judged complete by LC/MS analysis. The solution was cooled to room temperature. Water was added and the solution was extracted 2× with methylene chloride. The organic layers were combined, dried with sodium sulfate and c... Reaction SMILES: [OH:1][C:2]([CH3:13])([CH3:12])[CH2:3]/[CH:4]=[N:5]/[S:6]([C:8]([CH3:11])([CH3:10])[CH3:9])=[O:7].[CH:14]1([Mg]Br)[CH2:16][CH2:15]1.[NH4+].[Cl-]>C(Cl)Cl>[CH:14]1([CH:4]([NH:5][S:6]([C:8]([CH3:11])([CH3:10])[CH3:9])=[O:7])[CH2:3][C:2]([OH:1])([CH3:13])[CH3:12])[CH2:16][CH2:15]1 |f:2.3|. Product: C1(CC1)C(CC(C)(C)O)NS(=O)C(C)(C)C (N-(1-Cyclopropyl-3-hydroxy-3-methylbutyl)-2-methylpropane-2-sulfinamide). Solvent: C(Cl)Cl (DCM). Reported procedure: To a stirred solution of N-[(1E)-3-hydroxy-3-methylbutylidene]-2-methylpropane-2-sulfinamide (0.6 g, 2.9 mmol) in DCM (18 mL) was added cyclopropylmagnesium bromide (0.5 M in THF, 17.5 mL, 8.8 mmol) at −78° C. The reaction mixture was allowed to warm to room temperature as the bath did (2 h). The mixture was treated with sat'd NH4Cl solution, and extracted with EtOAc. The organic layer was washed with brine, dried (sodium sulfate), concentrated, and purified by flash chromatography to give the t... The reactants are OC(C\C=N\S(=O)C(C)(C)C)(C)C (N-[(1E)-3-hydroxy-3-methylbutylidene]-2-methylpropane-2-sulfinamide), C1(CC1)[Mg]Br (cyclopropylmagnesium bromide), [NH4+].[Cl-] (NH4Cl). Starting materials: BrC=1C=C2C3(N=C(OC3)N(C(=O)OC(C)(C)C)C(=O)OC(C)(C)C)C3(COC3)C(OC2=CC1)(C)C (di-tert-butyl (6′-bromo-2′,2′-dimethyldispiro[1,3-oxazole-4,4′-chromene-3′,3″-oxetan]-2-yl)imidodicarbonate), ClC=1C=C(C=C(C1)F)B(O)O (3-chloro-5-fluorophenylboronic acid), C(=O)([O-])[O-].[Na+].[Na+] (Na2CO3). Reagents/catalysts: C=1C=CC(=CC1)[P](C=2C=CC=CC2)(C=3C=CC=CC3)[Pd]([P](C=4C=CC=CC4)(C=5C=CC=CC5)C=6C=CC=CC6)([P](C=7C=CC=CC7)(C=8C=CC=CC8)C=9C=CC=CC9)[P](C=1C=CC=CC1)(C=1C=CC=CC1)C=1C=CC=CC1 (Pd(PPh3)4). Solvent: O1CCOCC1 (dioxane). Run at temperature 100 celsius, time 12 hour. Product: ClC=1C=C(C=C(C1)F)C=1C=C2C3(N=C(OC3)N)C3(COC3)C(OC2=CC1)(C)C (6′-(3-chloro-5-fluorophenyl)-2′,2′-dimethyldispiro[1,3-oxazole-4,4′-chromene-3′,3″-oxetan]-2-amine). The yield is 45.8%. RXN SMILES: Br[C:2]1[CH:3]=[C:4]2[C:31](=[CH:32][CH:33]=1)[O:30][C:29]([CH3:35])([CH3:34])[C:25]1([CH2:28][O:27][CH2:26]1)[C:5]12[CH2:9][O:8][C:7]([N:10](C(OC(C)(C)C)=O)C(OC(C)(C)C)=O)=[N:6]1.[Cl:36][C:37]1[CH:38]=[C:39](B(O)O)[CH:40]=[C:41]([F:43])[CH:42]=1.C([O-])([O-])=O.[Na+].[Na+]>O1CCOCC1.C1C=CC([P]([Pd]([P](C2C=CC=CC=2)(C2C=CC=CC=2)C2C=CC=CC=2)([P](C2C=CC=CC=2)(C2C=CC=CC=2)C2C=CC=CC=2)[P](C2C=CC=CC=2)(C2C=CC=CC=2)C2C=CC=CC=2)(C2C=CC=CC=2)C2C=CC=CC=2)=CC=1>[Cl:36][C:37]1[CH:38]=[C:39]([C:2]2[CH:3]=[C:4]3[C:31](=[CH:32][CH:33]=2)[O:30][C:29]([CH3:35])([CH3:34])[C:25]2([CH2:28][O:27][CH2:26]2)[C:5]23[CH2:9][O:8][C:7]([NH2:10])=[N:6]2)[CH:40]=[C:41]([F:43])[CH:42]=1 |f:2.3.4,^1:62,64,83,102|. Reported procedure: A mixture of di-tert-butyl (6′-bromo-2′,2′-dimethyldispiro[1,3-oxazole-4,4′-chromene-3′,3″-oxetan]-2-yl)imidodicarbonate (13.8 mg), 3-chloro-5-fluorophenylboronic acid (8.7 mg), Pd(PPh3)4 (2.9 mg) and 1M aqueous Na2CO3 (0.063 mL) in dioxane (0.25 mL) was stirred for 12 hours at 100° C. The mixture was filtered by using Chem Elut cartridges and washed with CHCl3. The filtrate was evaporated. The residue was purified with HPLC (Column: Waters SunFire™ Prep C18 OBD™ 5 micrometer, 19×100 mm; MeOH/0....